This data is from the Open Reaction Database (ORD), a public repository of structured organic reaction records. The task is: describe an organic reaction: reactants, conditions, products, and yield Starting materials: [N+](=O)([O-])C=CC1=CC=C(C=C1)C(F)(F)F (1-(2-Nitro-vinyl)-4-trifluoromethyl-benzene), [H-].[Al+3].[Li+].[H-].[H-].[H-] (lithium aluminium hydride). The product is FC(C1=CC=C(C=C1)CCN)(F)F (2-(4-Trifluoromethyl-phenyl)-ethylamine). Reaction SMILES: [N+:1]([CH:4]=[CH:5][C:6]1[CH:11]=[CH:10][C:9]([C:12]([F:15])([F:14])[F:13])=[CH:8][CH:7]=1)([O-])=O.[H-].[Al+3].[Li+].[H-].[H-].[H-]>>[F:13][C:12]([F:14])([F:15])[C:9]1[CH:8]=[CH:7][C:6]([CH2:5][CH2:4][NH2:1])=[CH:11][CH:10]=1 |f:1.2.3.4.5.6|. Procedure: In close analogy to the procedure described above, 1-(2-Nitro-vinyl)-4-trifluoromethyl-benzene is reacted with lithium aluminium hydride to provide the title compound. The reactants are O=C([O-])[O-], CO, CS(=O)(=O)O, [K+], [K+], CC(C)(O)C#Cc1cnc2c(c1)C1(COC(N)=N1)c1cc(O)ccc1O2. Product: COC(C)(C)C#Cc1cnc2c(c1)C1(COC(N)=N1)c1cc(O)ccc1O2. Reaction SMILES: [C:34](=[O:35])([O-:36])[O-:37].[CH3:27][OH:28].[CH3:29][S:30]([OH:31])(=[O:32])=[O:33].[K+:38].[K+:39].[NH2:1][C:2]1=[N:26][C:5]2([CH2:4][O:3]1)[c:6]1[cH:7][c:8]([OH:25])[cH:9][cH:10][c:11]1[O:12][c:13]1[n:14][cH:15][c:16]([C:19]#[C:20][C:21]([CH3:22])([CH3:23])[OH:24])[cH:17][c:18]12>>[NH2:1][C:2]1=[N:26][C:5]2([CH2:4][O:3]1)[c:6]1[cH:7][c:8]([OH:25])[cH:9][cH:10][c:11]1[O:12][c:13]1[n:14][cH:15][c:16]([C:19]#[C:20][C:21]([CH3:22])([CH3:23])[O:24][CH3:29])[cH:17][c:18]12. Reactants: ClC1=C(C=C(C=C1)/C=C/C(=O)OC(C)(C)C)[N+](=O)[O-] (tert-butyl(2E)-3-(4-chloro-3-nitrophenyl)prop-2-enoate), C1CCCCC1.C(C)(=O)OCC (cyclohexane ethyl acetate). Reagents/catalysts: [Pd] (palladium on carbon). The solvent is C(C)O (ethanol), C1CCOC1 (THF). Run at time 12 hour. Product: NC=1C=C(C=CC1Cl)CCC(=O)OC(C)(C)C (tert-Butyl 3-(3-amino-4-chlorophenyl)propanoate). Reaction SMILES: [Cl:1][C:2]1[CH:7]=[CH:6][C:5](/[CH:8]=[CH:9]/[C:10]([O:12][C:13]([CH3:16])([CH3:15])[CH3:14])=[O:11])=[CH:4][C:3]=1[N+:17]([O-])=O.C1CCCCC1.C(OCC)(=O)C>[Pd].C(O)C.C1COCC1>[NH2:17][C:3]1[CH:4]=[C:5]([CH2:8][CH2:9][C:10]([O:12][C:13]([CH3:16])([CH3:15])[CH3:14])=[O:11])[CH:6]=[CH:7][C:2]=1[Cl:1] |f:1.2|. Procedure details: At room temperature, 500 mg of palladium on carbon (10%) were added to a solution of 6.74 g (23.76 mmol) of tert-butyl(2E)-3-(4-chloro-3-nitrophenyl)prop-2-enoate in 200 ml of ethanol and 20 ml of THF, and the mixture was hydrogenated under atmospheric pressure for 12 hours. After the reaction had gone to completion (monitored by TLC; mobile phase cyclohexane/ethyl acetate 1:1), the reaction solution was filtered through kieselguhr and the filtrate was concentrated under reduced pressure. The cr... Starting materials: C(C1=CC=CC=C1)(=O)Cl (benzoyl chloride), BrC1=C2C=CN=CC2=CC=C1 (5-bromoisoquinoline), ClCCl (dichloromethane), C[Si](C)(C)C#N (trimethylsilyl cyanide). Reagents/catalysts: [Cl-].[Al+3].[Cl-].[Cl-] (aluminium chloride). Run in O (water). Conditions: temperature 30 celsius, time 30 minute. Product: BrC1=C2C=CN(C(C2=CC=C1)C#N)C(=O)C1=CC=CC=C1 (5-Bromo-2-(phenylcarbonyl)-1,2-dihydro-1-isoquinolinecarbonitrile). Isolated yield 59.9%. Reaction SMILES: [Br:1][C:2]1[CH:11]=[CH:10][CH:9]=[C:8]2[C:3]=1[CH:4]=[CH:5][N:6]=[CH:7]2.ClCCl.C[Si]([C:19]#[N:20])(C)C.[C:21](Cl)(=[O:28])[C:22]1[CH:27]=[CH:26][CH:25]=[CH:24][CH:23]=1>[Cl-].[Al+3].[Cl-].[Cl-].O>[Br:1][C:2]1[CH:11]=[CH:10][CH:9]=[C:8]2[C:3]=1[CH:4]=[CH:5][N:6]([C:21]([C:22]1[CH:27]=[CH:26][CH:25]=[CH:24][CH:23]=1)=[O:28])[CH:7]2[C:19]#[N:20] |f:4.5.6.7|. Procedure details: A round bottomed flask was charged with 5-bromoisoquinoline (available from Aldrich; 4 g, 19.2 mmol), dichloromethane (DCM) (50 ml), trimethylsilyl cyanide (4.81 ml, 38.5 mmol) and aluminium chloride (15 mg, 0.112 mmol). To the mixture was added benzoyl chloride (4.46 ml, 38.5 mmol) slowly over a period of 5 minutes. The mixture was warmed to 30° C. for 3 h after which time it was treated with water (50 ml) and stirred at room temperature for 30 minutes. The organic layers were collected and was...